Dataset: the Open Reaction Database (ORD), a public repository of structured organic reaction records. Task: describe an organic reaction: reactants, conditions, products, and yield The reactants are FC=1C=C(COC2=CN=C3C=C(C=NC3=C2)CC(=O)OCC)C=CC1F (Ethyl 2-(7-((3,4-difluorobenzyl)oxy)-1,5-naphthyridin-3-yl)acetate), N (ammonia), CO (MeOH). Reaction conditions: time 30 hour. Yields the product FC=1C=C(COC2=CN=C3C=C(C=NC3=C2)CC(=O)N)C=CC1F (2-(7-((3,4-difluorobenzyl)oxy)-1,5-naphthyridin-3-yl)acetamide). RXN SMILES: [F:1][C:2]1[CH:3]=[C:4]([CH:23]=[CH:24][C:25]=1[F:26])[CH2:5][O:6][C:7]1[CH:16]=[C:15]2[C:10]([CH:11]=[C:12]([CH2:17][C:18](OCC)=[O:19])[CH:13]=[N:14]2)=[N:9][CH:8]=1.[NH3:27].CO>>[F:1][C:2]1[CH:3]=[C:4]([CH:23]=[CH:24][C:25]=1[F:26])[CH2:5][O:6][C:7]1[CH:16]=[C:15]2[C:10]([CH:11]=[C:12]([CH2:17][C:18]([NH2:27])=[O:19])[CH:13]=[N:14]2)=[N:9][CH:8]=1. Procedure: Ethyl 2-(7-((3,4-difluorobenzyl)oxy)-1,5-naphthyridin-3-yl)acetate (1.95 g, 5.44 mmol) was treated with a solution of ammonia in MeOH (7 M, 30 mL, 245 mmol). The slurry was stirred at ambient temperature for 30 h. The resulting precipitate was filtered and washed with MeOH to give the title compound as a cream colored solid. The crude product was azeotrope dried with toluene to remove traces of ammonia then dried on high vacuum for 48 h to give the title compound (1.79 g, 82%) as a pure white so... The reactants are CC(=O)O, S=C(NCC1CCc2c(ncn2C(c2ccccc2)(c2ccccc2)c2ccccc2)C1)NC1CCCCC1, S=C(NCC1CCc2ncn(C(c3ccccc3)(c3ccccc3)c3ccccc3)c2C1)NC1CCCCC1, O. The product is S=C(NCC1CCc2[nH]cnc2C1)NC1CCCCC1. As a reaction SMILES: [CH3:79][C:80](=[O:81])[OH:82].[CH:1]1([NH:7][C:8](=[S:9])[NH:10][CH2:11][CH:12]2[CH2:13][c:14]3[c:15]([n:16]([C:19]([c:20]4[cH:21][cH:22][cH:23][cH:24][cH:25]4)([c:26]4[cH:27][cH:28][cH:29][cH:30][cH:31]4)[c:32]4[cH:33][cH:34][cH:35][cH:36][cH:37]4)[cH:17][n:18]3)[CH2:38][CH2:39]2)[CH2:2][CH2:3][CH2:4][CH2:5][CH2:6]1.[CH:40]1([NH:41][C:42]([NH:43][CH2:44][CH:45]2[CH2:46][CH2:47][c:48]3[n:49][cH:50][n:51]([C:52]([c:53]4[cH:54][cH:55][cH:56][cH:57][cH:58]4)([c:59]4[cH:60][cH:61][cH:62][cH:63][cH:64]4)[c:65]4[cH:66][cH:67][cH:68][cH:69][cH:70]4)[c:71]3[CH2:72]2)=[S:73])[CH2:74][CH2:75][CH2:76][CH2:77][CH2:78]1.[OH2:83]>>[CH:1]1([NH:7][C:8](=[S:9])[NH:10][CH2:11][CH:12]2[CH2:13][c:14]3[c:15]([nH:16][cH:17][n:18]3)[CH2:38][CH2:39]2)[CH2:2][CH2:3][CH2:4][CH2:5][CH2:6]1.